describe an organic reaction: reactants, conditions, products, and yield From a dataset of the Open Reaction Database (ORD), a public repository of structured organic reaction records. Starting materials: O=O (oxygen), C1(=CC=CC=C1)C=CC(C)O (4-phenyl-but-3-ene-2-ol). Reagents/catalysts: [Pt] (platinum). The solvent is O (water). The product is C(C1=CC=CC=C1)=CC(C)=O (benzalacetone). Isolated yield 87.5%. As a reaction SMILES: O=O.[C:3]1([CH:9]=[CH:10][CH:11]([OH:13])[CH3:12])[CH:8]=[CH:7][CH:6]=[CH:5][CH:4]=1>[Pt].O>[CH:9](=[CH:10][C:11](=[O:13])[CH3:12])[C:3]1[CH:8]=[CH:7][CH:6]=[CH:5][CH:4]=1. Reported procedure: In an ambient pressure oxygen atmosphere, 29.2 mg of 4-phenyl-but-3-ene-2-ol and 33.9 mg of the platinum catalyst obtained in Example 1 were agitated for fifteen hours at 60° C. in 2 ml of water. The reaction mixture was subsequently extracted using ethyl acetate, and the organic layer was dried using magnesium sulfate, filtered and concentrated to obtain 25.2 mg (87% yield) of benzalacetone. The reaction equation and the analytical results of the product are shown below. Conditions: time 2 hour. Yields the product N1C=NC(=C1)C12C(C=3C=CC=CC3C1)C(CC2)=O (8a-(1H-Imidazol-4-yl)-1,3a,8,8a-tetrahydro-2H-cyclopenta[a]inden-3-one). Reactants: C(C)OC(CCC1(C(C2=CC=CC=C2C1)=O)C=1N=CNC1)=O (3-[2-(1H-Imidazol-4-yl)-1-oxoindan-2-yl]propionic acid ethyl ester). Run in O1CCCC1 (tetrahydrofuran), O1CCCC1 (tetrahydrofuran). Reagents/catalysts: [Ti](Cl)(Cl)(Cl)Cl (Titanium tetrachloride), [Zn] (zinc). Reaction SMILES: C([O:3][C:4](=O)[CH2:5][CH2:6][C:7]1([C:17]2[N:18]=[CH:19][NH:20][CH:21]=2)[CH2:15][C:14]2[C:9](=[CH:10][CH:11]=[CH:12][CH:13]=2)[C:8]1=O)C>O1CCCC1.[Ti](Cl)(Cl)(Cl)Cl.[Zn]>[NH:20]1[CH:21]=[C:17]([C:7]23[CH2:6][CH2:5][C:4](=[O:3])[CH:15]2[C:14]2[CH:13]=[CH:12][CH:11]=[CH:10][C:9]=2[CH2:8]3)[N:18]=[CH:19]1. Procedure: Titanium tetrachloride (5.5 ml) was added dropwise to a stirred suspension of zinc powder (6.5 g) in dry tetrahydrofuran (300 ml) with ice cooling under a nitrogen atmosphere. The mixture was heated at reflux for one hour. 3-[2-(1H-Imidazol-4-yl)-1-oxoindan-2-yl]propionic acid ethyl ester (3.0 g) in 100 ml of dry tetrahydrofuran was then added to the refluxing mixture during 4 hours. After a further 2 hour reflux period, the reaction mixture was cooled to room temperature, quenched by cautious a...